Dataset: the Open Reaction Database (ORD), a public repository of structured organic reaction records. Task: describe an organic reaction: reactants, conditions, products, and yield Starting materials: C1(CC1)C=1C(=NC=NC1O)O (5-cyclopropyl-pyrimidine-4,6-diol), O=P(Cl)(Cl)Cl (POCl3), ClCCCl (DCE), CCN(C(C)C)C(C)C (DIEA). Yields the product ClC1=NC=NC(=C1C1CC1)Cl (4,6-dichloro-5-cyclopropyl-pyrimidine). The yield is 78.0%. Reaction SMILES: C1(C2C(O)=[N:6][CH:7]=[N:8][C:9]=2O)CC1.O=P(Cl)(Cl)[Cl:14].CCN([CH:23]([CH3:25])[CH3:24])C(C)C.Cl[CH2:27][CH2:28][Cl:29]>>[Cl:29][C:28]1[C:27]([CH:23]2[CH2:25][CH2:24]2)=[C:9]([Cl:14])[N:8]=[CH:7][N:6]=1. Procedure: To a stirred solution of 5-cyclopropyl-pyrimidine-4,6-diol (1.35 g, 8.87 mmol) in DCE (35 mL) was added slowly POCl3 (4.14 mL, 44.4 mmol) followed by DIEA (1.72 g, 13.3 mmol). The reaction mixture was heated to reflux for 2 days. After cooling, the solvent was evaporated in vacuo. The residue was partitioned between 5% NaHCO3 and EtOAc. The organic phase was washed with brine, dried, and passed through a Silica gel pad to give 4,6-dichloro-5-cyclopropyl-pyrimidine (1.30 g, 78%) as a yellow oil. ... Starting materials: C1(CCCCC1)C[C@@H](N)C(=O)O (3-Cyclohexyl-D-alanine), FC1=CC=C(C=C1)N1[C@@H]([C@H](C1=O)SCC(=O)C1=CC=C(C=C1)F)C1=CC=C(OCC(=O)NCC(=O)O)C=C1 (N-{[4-((2R,3R)-1-(4-fluorophenyl)-3-{[2-(4-fluorophenyl)-2-oxoethyl]thio}-4-oxoazetidin-2-yl)phenoxy]acetyl}glycine), CN1CCOCC1 (N-methylmorpholine), CN(C)C(=[N+](C)C)ON1C2=C(C=CC=C2)N=N1.[B-](F)(F)(F)F (TBTU), [BH4-].[Na+] (NaBH4). Reagents/catalysts: C(C)(=O)O (acetic acid). Solvent: CS(=O)C (DMSO), C(C)#N.C(C)(=O)[O-].[NH4+] (acetonitrile ammonium acetate), CN(C)C=O (DMF). Reaction conditions: time 15 minute. Product: FC1=CC=C(C=C1)N1[C@@H]([C@H](C1=O)SCC(O)C1=CC=C(C=C1)F)C1=CC=C(OCC(=O)NCC(=O)N[C@H](CC2CCCCC2)C(=O)O)C=C1 (N-{[4-((2R,3R)-1-(4-fluorophenyl)-3-{[2-(4-fluorophenyl)-2-hydroxyethyl]thio}-4-oxoazetidin-2-yl)phenoxy]acetyl}glycyl-3-cyclohexyl-D-alanine). As a reaction SMILES: [F:1][C:2]1[CH:7]=[CH:6][C:5]([N:8]2[C:11](=[O:12])[C@H:10]([S:13][CH2:14][C:15]([C:17]3[CH:22]=[CH:21][C:20]([F:23])=[CH:19][CH:18]=3)=[O:16])[C@H:9]2[C:24]2[CH:38]=[CH:37][C:27]([O:28][CH2:29][C:30]([NH:32][CH2:33][C:34](O)=[O:35])=[O:31])=[CH:26][CH:25]=2)=[CH:4][CH:3]=1.CN1CCOCC1.CN(C(ON1N=NC2C=CC=CC1=2)=[N+](C)C)C.[B-](F)(F)(F)F.[CH:68]1([CH2:74][C@H:75]([C:77]([OH:79])=[O:78])[NH2:76])[CH2:73][CH2:72][CH2:71][CH2:70][CH2:69]1.[BH4-].[Na+]>CN(C=O)C.C(O)(=O)C.C(#N)C.C([O-])(=O)C.[NH4+].CS(C)=O>[F:1][C:2]1[CH:3]=[CH:4][C:5]([N:8]2[C:11](=[O:12])[C@H:10]([S:13][CH2:14][CH:15]([C:17]3[CH:18]=[CH:19][C:20]([F:23])=[CH:21][CH:22]=3)[OH:16])[C@H:9]2[C:24]2[CH:25]=[CH:26][C:27]([O:28][CH2:29][C:30]([NH:32][CH2:33][C:34]([NH:76][C@@H:75]([C:77]([OH:79])=[O:78])[CH2:74][CH:68]3[CH2:73][CH2:72][CH2:71][CH2:70][CH2:69]3)=[O:35])=[O:31])=[CH:37][CH:38]=2)=[CH:6][CH:7]=1 |f:2.3,5.6,9.10.11|. Reported procedure: N-{[4-((2R,3R)-1-(4-fluorophenyl)-3-{[2-(4-fluorophenyl)-2-oxoethyl]thio}-4-oxoazetidin-2-yl)phenoxy]acetyl}glycine (30 mg, 0.0555 mmol) and N-methylmorpholine (30 mg, 0.296 mmol) were dissolved in DMF (0.5 ml). TBTU (23 mg, 0.0717 mmol) was added and the mixture was stirred for 15 min at room temperature. 3-Cyclohexyl-D-alanine (15 mg, 0.0876 mmol) was added and the stirring was continued overnight at room temperature. The solvent was evaporated under reduced pressure and the residue was dissol...